This data is from the Open Reaction Database (ORD), a public repository of structured organic reaction records. The task is: describe an organic reaction: reactants, conditions, products, and yield The reactants are O=C1C(CCC2=CC(=C(C(=C12)Cl)Cl)OCC(=O)O)C1CCCC1 ((1-oxo-2-cyclopentyl-7,8-dichloro-1,2,3,4-tetrahydro-6-naphthyloxy)acetic acid), S(=O)(Cl)Cl (thionyl chloride), C(C)NCC (diethylamine), Cl (HCl). Run in C1=CC=CC=C1 (benzene). Reaction conditions: time 1 hour. The product is C(C)N(C(COC=1C=C2CCC(C(C2=C(C1Cl)Cl)=O)C1CCCC1)=O)CC (N,N-diethyl-(1-oxo-2-cyclopentyl-7,8-dichloro-1,2,3,4-tetrahydro-6-naphthyloxy)acetamide). RXN SMILES: [O:1]=[C:2]1[C:11]2[C:6](=[CH:7][C:8]([O:14][CH2:15][C:16](O)=[O:17])=[C:9]([Cl:13])[C:10]=2[Cl:12])[CH2:5][CH2:4][CH:3]1[CH:19]1[CH2:23][CH2:22][CH2:21][CH2:20]1.S(Cl)(Cl)=O.Cl.[CH2:29]([NH:31][CH2:32][CH3:33])[CH3:30]>C1C=CC=CC=1>[CH2:29]([N:31]([CH2:32][CH3:33])[C:16](=[O:17])[CH2:15][O:14][C:8]1[CH:7]=[C:6]2[C:11](=[C:10]([Cl:12])[C:9]=1[Cl:13])[C:2](=[O:1])[CH:3]([CH:19]1[CH2:23][CH2:22][CH2:21][CH2:20]1)[CH2:4][CH2:5]2)[CH3:30]. Procedure details: The product of Example I, Step 5 (4.0 g., 0.02 mole) is added to thionyl chloride (11 g.) and the mixture is refluxed until HCl and SO2 are no longer evolved (about 1 hour). The excess thionyl chloride is evaporated. The residue is dissolved in benzene and a solution of diethylamine (3.6 g., 0.05 mole) in benzene is added. The mixture is kept for 1 hour and then evaporated to dryness. The residue is washed with water, 10% sodium bicarbonate and with water and airdried to obtain N,N-diethyl-(1-ox... Reactants: Cl.N1(N=NN=C1)C1=CC=C(OCCCCN)C=C1 (4-[4-(1H-tetrazol-1-yl)phenoxy]butaneamine hydrochloride), [OH-].[Na+] (NaOH), BrC1=CC=C(C=C1)S(=O)(=O)Cl (4-bromobenzenesulfonyl chloride). Run in C(C)OCC (diethyl ether), O (water). Conditions: time 1.5 hour. Product: BrC1=CC=C(C=C1)S(=O)(=O)NCCCCOC1=CC=C(C=C1)N1N=NN=C1 (4-Bromo-N-[4-[4-(1H-tetrazol-1-yl)phenoxy]butyl]benzenesulfonamide). RXN SMILES: Cl.[N:2]1([C:7]2[CH:18]=[CH:17][C:10]([O:11][CH2:12][CH2:13][CH2:14][CH2:15][NH2:16])=[CH:9][CH:8]=2)[CH:6]=[N:5][N:4]=[N:3]1.[OH-].[Na+].[Br:21][C:22]1[CH:27]=[CH:26][C:25]([S:28](Cl)(=[O:30])=[O:29])=[CH:24][CH:23]=1>O.C(OCC)C>[Br:21][C:22]1[CH:27]=[CH:26][C:25]([S:28]([NH:16][CH2:15][CH2:14][CH2:13][CH2:12][O:11][C:10]2[CH:9]=[CH:8][C:7]([N:2]3[CH:6]=[N:5][N:4]=[N:3]3)=[CH:18][CH:17]=2)(=[O:30])=[O:29])=[CH:24][CH:23]=1 |f:0.1,2.3|. Procedure: A solution of 2.7 g of 4-[4-(1H-tetrazol-1-yl)phenoxy]butaneamine hydrochloride (Example 39) in 100 ml of water is treated successively with 3.5 ml of 10N NaOH and a solution of 2.7 g of 4-bromobenzenesulfonyl chloride in 100 ml of diethyl ether. The mixture is stirred at room temperature for 1.5 hours, the precipitate collected, washed with diethyl ether and water, and air dried. Recrystallization from ethanol gives the pure compound, m.p. 109°-110° C.; yield, 1.6 g. Starting materials: BrC=1C=C2C(=CNC2=C(C1)C(=O)N)C1CS(CCC1)(=O)=O (5-Bromo-3-(1,1-dioxidotetrahydro-2H-thiopyran-3-yl)-1H-indole-7-carboxamide), S1C(=CC=C1)B(O)O (2-thienylboronic acid), PL-Thiol, C([O-])([O-])=O.[K+].[K+] (Potassium carbonate). Reagents/catalysts: C1=CC=C(C=C1)P([C-]2C=CC=C2)C3=CC=CC=C3.C1=CC=C(C=C1)P([C-]2C=CC=C2)C3=CC=CC=C3.Cl[Pd]Cl.[Fe+2] (PdCl2(dppf)2). Solvent: O1CCOCC1 (1,4 dioxane), O (water). Reaction conditions: temperature 100 celsius. The product is O=S1(CC(CCC1)C1=CNC2=C(C=C(C=C12)C=1SC=CC1)C(=O)N)=O (3-(1,1-Dioxidotetrahydro-2H-thiopyran-3-yl)-5-(2-thienyl)-1H-indole-7-carboxamide). The yield is 27.9%. RXN SMILES: Br[C:2]1[CH:3]=[C:4]2[C:8](=[C:9]([C:11]([NH2:13])=[O:12])[CH:10]=1)[NH:7][CH:6]=[C:5]2[CH:14]1[CH2:19][CH2:18][CH2:17][S:16](=[O:21])(=[O:20])[CH2:15]1.[S:22]1[CH:26]=[CH:25][CH:24]=[C:23]1B(O)O.C(=O)([O-])[O-].[K+].[K+]>O1CCOCC1.O.C1C=CC(P(C2C=CC=CC=2)[C-]2C=CC=C2)=CC=1.C1C=CC(P(C2C=CC=CC=2)[C-]2C=CC=C2)=CC=1.Cl[Pd]Cl.[Fe+2]>[O:20]=[S:16]1(=[O:21])[CH2:17][CH2:18][CH2:19][CH:14]([C:5]2[C:4]3[C:8](=[C:9]([C:11]([NH2:13])=[O:12])[CH:10]=[C:2]([C:23]4[S:22][CH:26]=[CH:25][CH:24]=4)[CH:3]=3)[NH:7][CH:6]=2)[CH2:15]1 |f:2.3.4,7.8.9.10|. Procedure details: 5-Bromo-3-(1,1-dioxidotetrahydro-2H-thiopyran-3-yl)-1H-indole-7-carboxamide (0.050 g, 0.134 mmol) and 2-thienylboronic acid (0.022 g, 0.174 mmol) was dissolved in a 6:1 solution of 1,4 dioxane (3 mL)/water (0.5 mL) in a 20 mL microwave reaction vessel. Potassium carbonate (0.093 g, 0.670 mmol) was added and the solution was degassed with Nitrogen. PdCl2(dppf)2 (0.017 g, 0.023 mmol) was added and the reaction was heated in a microwave at 100° C. for 20 min. The solution was passed through a Strat...